From a dataset of the Open Reaction Database (ORD), a public repository of structured organic reaction records. describe an organic reaction: reactants, conditions, products, and yield Reactants: ClC1=NC2=CC=CC=C2C(=N1)N(C)C1=CC=C(C=C1)OC ((2-chloro-quinazolin-4-yl)-(4-methoxy-phenyl)-methyl-amine), N1(CCOCC1)CCN (2-morpholin-4-yl-ethylamine). Yields the product COC1=CC=C(C=C1)N(C1=NC(=NC2=CC=CC=C12)NCCN1CCOCC1)C (N4-(4-Methoxy-phenyl)-N4-methyl-N2-(2-morpholin-4-yl-ethyl)-quinazoline-2,4-diamine), powder. Yield: 100.0%. RXN SMILES: Cl[C:2]1[N:11]=[C:10]([N:12]([C:14]2[CH:19]=[CH:18][C:17]([O:20][CH3:21])=[CH:16][CH:15]=2)[CH3:13])[C:9]2[C:4](=[CH:5][CH:6]=[CH:7][CH:8]=2)[N:3]=1.[N:22]1([CH2:28][CH2:29][NH2:30])[CH2:27][CH2:26][O:25][CH2:24][CH2:23]1>>[CH3:21][O:20][C:17]1[CH:18]=[CH:19][C:14]([N:12]([CH3:13])[C:10]2[C:9]3[C:4](=[CH:5][CH:6]=[CH:7][CH:8]=3)[N:3]=[C:2]([NH:30][CH2:29][CH2:28][N:22]3[CH2:27][CH2:26][O:25][CH2:24][CH2:23]3)[N:11]=2)=[CH:15][CH:16]=1. Procedure details: The title compound was prepared from (2-chloro-quinazolin-4-yl)-(4-methoxy-phenyl)-methyl-amine (10 mg, 0.033 mmol) and 2-morpholin-4-yl-ethylamine (30 μL) by a procedure similar to example 10 and was isolated as white powder (10 mg, 100%). 1H NMR (CDCl3): 7.42 (dd, J=8.7 and 1.2 Hz, 1H), 7.36 (ddd, J=8.1, 6.6 and 1.5 Hz, 1H), 7.10-7.09 (m, 2H), 6.92-6.86 (m, 3H), 6.67 (ddd, J=8.1, 6.6 and 1.4 Hz, 1H), 3.82 (s, 3H), 3.75-3.62 (m, 6H), 3.52 (s, 3H), 2.55-2.44 (m, 6H). The reactants are C(C=C)(=O)OC(C)(C)C (tert-butyl acrylate), C(C1=CC=CC=C1)OC(=O)N(C)CC1=CN(C2=CC=CC=C12)CC (3-[N-(benzyloxycarbonyl)-N-methylaminomethyl]-1-ethyl-1H-indole), C(C1=CC=CC=C1)OC(=O)N(C)CC1=CN(C2=CC=CC=C12)CC1=CC=CC=C1 (3-[N-(benzyloxycarbonyl)-N-methylaminomethyl]-1-benzyl-1H-indole). Yields the product C(C)N1C=C(C2=CC=CC=C12)CNC (1-Ethyl-3-(methylaminomethyl)-1H-indole). Isolated yield 94.8%. As a reaction SMILES: C(OC(C)(C)C)(=O)C=C.C(O[C:18]([N:20]([CH2:22][C:23]1[C:31]2[C:26](=[CH:27][CH:28]=[CH:29][CH:30]=2)[N:25]([CH2:32][CH3:33])[CH:24]=1)C)=O)C1C=CC=CC=1.C(OC(N(CC1C2C(=CC=CC=2)N(CC2C=CC=CC=2)C=1)C)=O)C1C=CC=CC=1>>[CH2:32]([N:25]1[C:26]2[C:31](=[CH:30][CH:29]=[CH:28][CH:27]=2)[C:23]([CH2:22][NH:20][CH3:18])=[CH:24]1)[CH3:33]. Reported procedure: According to the procedure of Preparation 17 (c), except substituting 3-[N-(benzyloxycarbonyl)-N-methylaminomethyl]-1-ethyl-1H-indole (0.90 g, 2.80 mmole) for the 3-[N-(benzyloxycarbonyl)-N-methylaminomethyl]-1-benzyl-1H-indole, the title compound (0.50 g, 94%) was prepared as a white solid: MS (ES) n/e 189 (M+H)+.